The task is: describe an organic reaction: reactants, conditions, products, and yield. This data is from the Open Reaction Database (ORD), a public repository of structured organic reaction records. Starting materials: C(C)(C)(C)OC(C(=O)O)C1=C(C2=CC=CC=C2C(=C1C)CN(C)C)C1=CC=C(C=C1)Cl (2-tert-butoxy-2-(1-(4-chlorophenyl)-4-((dimethylamino)methyl)-3-methylnaphthalen-2-yl)acetic acid), N1CCOCC1 (morpholine). The product is C(C)(C)(C)OC(C(=O)O)C1=C(C2=CC=CC=C2C(=C1C)CN1CCOCC1)C1=CC=C(C=C1)Cl (2-tert-butoxy-2-(1-(4-chlorophenyl)-3-methyl-4-(morpholinomethyl)naphthalen-2-yl)acetic acid). RXN SMILES: [C:1]([O:5][CH:6]([C:10]1[C:19]([CH3:20])=[C:18]([CH2:21][N:22]([CH3:24])[CH3:23])[C:17]2[C:12](=[CH:13][CH:14]=[CH:15][CH:16]=2)[C:11]=1[C:25]1[CH:30]=[CH:29][C:28]([Cl:31])=[CH:27][CH:26]=1)[C:7]([OH:9])=[O:8])([CH3:4])([CH3:3])[CH3:2].N1C[CH2:36][O:35][CH2:34]C1>>[C:1]([O:5][CH:6]([C:10]1[C:19]([CH3:20])=[C:18]([CH2:21][N:22]2[CH2:24][CH2:36][O:35][CH2:34][CH2:23]2)[C:17]2[C:12](=[CH:13][CH:14]=[CH:15][CH:16]=2)[C:11]=1[C:25]1[CH:26]=[CH:27][C:28]([Cl:31])=[CH:29][CH:30]=1)[C:7]([OH:9])=[O:8])([CH3:4])([CH3:2])[CH3:3]. Procedure: 2-tert-Butoxy-2-(1-(4-chlorophenyl)-3-methyl-4-(morpholinomethyl)naphthalen-2-yl)acetic acid (134) was prepared in a manner similar to 2-tert-butoxy-2-(1-(4-chlorophenyl)-4-((dimethylamino)methyl)-3-methylnaphthalen-2-yl)acetic acid of Example 131, except using morpholine in the reductive amination step. LCMS-ESI+ (m/z): [M+H]+ calcd for C28H33ClNO4: 482.2; Found: 482.0. Reaction conditions: time 1 hour. Reaction SMILES: [C:1]([O:5][C:6](=[O:30])[CH2:7][O:8][C@H:9]1[CH2:14][CH2:13][C@H:12]([N:15]([CH3:29])[S:16]([C:19]2[CH:24]=[CH:23][C:22]([C:25]([F:28])([F:27])[F:26])=[CH:21][CH:20]=2)(=[O:18])=[O:17])[CH2:11][CH2:10]1)([CH3:4])([CH3:3])[CH3:2].[CH3:31][Si]([N-][Si](C)(C)C)(C)C.[Li+].IC>C1COCC1>[C:1]([O:5][C:6](=[O:30])[CH:7]([O:8][C@H:9]1[CH2:14][CH2:13][C@H:12]([N:15]([CH3:29])[S:16]([C:19]2[CH:24]=[CH:23][C:22]([C:25]([F:26])([F:27])[F:28])=[CH:21][CH:20]=2)(=[O:18])=[O:17])[CH2:11][CH2:10]1)[CH3:31])([CH3:4])([CH3:3])[CH3:2] |f:1.2|. Solvent: C1CCOC1 (THF), C1CCOC1 (THF), C1CCOC1 (THF). Reactants: solution, C[Si](C)(C)[N-][Si](C)(C)C.[Li+] (lithium bis-(trimethylsilyl)-amide), IC (iodomethane), C(C)(C)(C)OC(CO[C@@H]1CC[C@H](CC1)N(S(=O)(=O)C1=CC=C(C=C1)C(F)(F)F)C)=O (trans-{4-[methyl-(4-trifluoromethyl-benzenesulfonyl)-amino]-cyclohexyloxy}-acetic acid tert-butyl ester). Procedure: A solution of 1.19 g (2.6 mmol) trans-{4-[methyl-(4-trifluoromethyl-benzenesulfonyl)-amino]-cyclohexyloxy}-acetic acid tert-butyl ester in 20 ml of anhydrous THF was cooled to −78° and treated dropwise with a 1M solution of lithium bis-(trimethylsilyl)-amide in THF (6.2 ml, 2.5 eq). The mixture was allowed to reach RT within ca. 1 h and cooled again to −78°. A solution of 0.18 ml (2.9 mmol, 1.1 eq) of iodomethane in 2.5 ml of THF was added and the mixture allowed reach RT within ca. 1 h. After a... The product is C(C)(C)(C)OC(C(C)O[C@@H]1CC[C@H](CC1)N(S(=O)(=O)C1=CC=C(C=C1)C(F)(F)F)C)=O (trans-2-{4-[methyl-(4-trifluoromethyl-benzenesulfonyl)-amino]-cyclohexyloxy}-propionic acid tert-butyl ester). Isolated yield 49.0%.